Task: describe an organic reaction: reactants, conditions, products, and yield. Dataset: the Open Reaction Database (ORD), a public repository of structured organic reaction records Reactants: N1=CC=CC=C1 (pyridine), [Si](C)(C)(C(C)(C)C)N1C(CC1CCO)=O (N-(t-butyldimethylsilyl)-4-(2-hydroxyethyl)-azetidin-2-one). Reagents/catalysts: [O-2].[O-2].[O-2].[Cr+6] (chromium trioxide). Run in C(Cl)Cl (methylene chloride), C(Cl)Cl (CH2Cl2). Run at time 15 minute. Yields the product [Si](C)(C)(C(C)(C)C)N1C(CC1CC=O)=O (N-(t-butyldimethylsilyl)-4-(2-oxoethyl)-azetidin-2-one). The yield is 73.5%. As a reaction SMILES: N1C=CC=CC=1.[Si:7]([N:14]1[CH:17]([CH2:18][CH2:19][OH:20])[CH2:16][C:15]1=[O:21])([C:10]([CH3:13])([CH3:12])[CH3:11])([CH3:9])[CH3:8]>C(Cl)Cl.[O-2].[O-2].[O-2].[Cr+6]>[Si:7]([N:14]1[CH:17]([CH2:18][CH:19]=[O:20])[CH2:16][C:15]1=[O:21])([C:10]([CH3:13])([CH3:12])[CH3:11])([CH3:9])[CH3:8] |f:3.4.5.6|. Procedure: Anhydrous chromium trioxide (CrO3) (1.94 g, 19.4 mmol) is added to a solution of anhydrous pyridine (3.07 g, 38.8 mmole) in anhydrous methylene chloride (CH2Cl2) (50 ml). The resulting mixture is stirred at room temperature for 15 mins. A solution of N-(t-butyldimethylsilyl)-4-(2-hydroxyethyl)-azetidin-2-one (0.74 g, 3.23 mmol) in anhydrous CH2Cl2 (5 ml) is added all at once. After stirring at room temperature for 5 mins, the mixture is decanted and the dark, gummy residue is washed with more CH... The reactants are C(\C=C\C(=O)O)(=O)O.C(\C=C\C(=O)O)(=O)O.C1(=CC=CC=C1)C(OC1CCN(CC1)CCCNC=1C=CC=2N(N1)C=C(N2)C(C(=O)OCC)(C)C)C2=CC=CC=C2 (Ethyl 2-[6-[3-[4-(Diphenylmethoxy)piperidino]propylamino]imidazo[1,2-b]pyridazin-2-yl]-2-methylpropionate Difumarate), C(CCC(=O)O)(=O)O (succinic acid). The solvent is C(C)O (ethanol). The product is C(CCC(=O)O)(=O)O.C(CCC(=O)O)(=O)O.C1(=CC=CC=C1)C(OC1CCN(CC1)CCCNC=1C=CC=2N(N1)C=C(N2)C(C(=O)OCC)(C)C)C2=CC=CC=C2 (Ethyl 2-[6-[3-[4-(Diphenylmethoxy)piperidino]propylamino]imidazo[1,2-b]pyridazin-2-yl]-2-methylpropionate Disuccinate). The yield is 136.7%. RXN SMILES: [C:1]([OH:8])(=[O:7])/[CH:2]=[CH:3]/[C:4]([OH:6])=[O:5].[C:9]([OH:16])(=[O:15])/[CH:10]=[CH:11]/[C:12]([OH:14])=[O:13].[C:17]1([CH:23]([C:52]2[CH:57]=[CH:56][CH:55]=[CH:54][CH:53]=2)[O:24][CH:25]2[CH2:30][CH2:29][N:28]([CH2:31][CH2:32][CH2:33][NH:34][C:35]3[CH:36]=[CH:37][C:38]4[N:39]([CH:41]=[C:42]([C:44]([CH3:51])([CH3:50])[C:45]([O:47][CH2:48][CH3:49])=[O:46])[N:43]=4)[N:40]=3)[CH2:27][CH2:26]2)[CH:22]=[CH:21][CH:20]=[CH:19][CH:18]=1.C(O)(=O)CCC(O)=O>C(O)C>[C:1]([OH:8])(=[O:7])[CH2:2][CH2:3][C:4]([OH:6])=[O:5].[C:9]([OH:16])(=[O:15])[CH2:10][CH2:11][C:12]([OH:14])=[O:13].[C:52]1([CH:23]([C:17]2[CH:22]=[CH:21][CH:20]=[CH:19][CH:18]=2)[O:24][CH:25]2[CH2:26][CH2:27][N:28]([CH2:31][CH2:32][CH2:33][NH:34][C:35]3[CH:36]=[CH:37][C:38]4[N:39]([CH:41]=[C:42]([C:44]([CH3:51])([CH3:50])[C:45]([O:47][CH2:48][CH3:49])=[O:46])[N:43]=4)[N:40]=3)[CH2:29][CH2:30]2)[CH:57]=[CH:56][CH:55]=[CH:54][CH:53]=1 |f:0.1.2,5.6.7|. Reported procedure: In 1 mL of ethanol, 0.278 g of the ethyl 2-[6-[3-[4-(diphenylmethoxy)piperidino]propylamino]imidazo[1,2-b]pyridazin-2-yl]-2-methylpropionate synthesized in Example 40A was dissolved, and 0.118 g of succinic acid was added thereto and dissolved, followed by concentration under reduced pressure. To the residue was added 0.5 mL of tetrahydrofuran and the residue was dissolved. After addition of 2 mL of ethyl acetate, the crystals formed were collected by filtration, washed with ethyl acetate and dr...